Dataset: the Open Reaction Database (ORD), a public repository of structured organic reaction records. Task: describe an organic reaction: reactants, conditions, products, and yield The reactants are C(CN)N (ethylenediamine), N1(N=NC2=C1C=CC=C2)OC2=NC=C(C(=N2)NC2=CC=C(C=C2)C)C(=O)N (2-(benzotriazol-1-yloxy)-4-(4-methylanilino)pyrimidine-5-carboxamide), C(C)#N (acetonitrile). Run in O (Water). Run at time 40 minute. Yields the product NCCNC1=NC=C(C(=N1)NC1=CC=C(C=C1)C)C(=O)N (2-(2-aminoethylamino)-4-(4-methylanilino)pyrimidine-5-carboxamide). As a reaction SMILES: [CH2:1]([NH2:4])[CH2:2][NH2:3].N1(O[C:15]2[N:20]=[C:19]([NH:21][C:22]3[CH:27]=[CH:26][C:25]([CH3:28])=[CH:24][CH:23]=3)[C:18]([C:29]([NH2:31])=[O:30])=[CH:17][N:16]=2)C2C=CC=CC=2N=N1.C(#N)C>O>[NH2:3][CH2:2][CH2:1][NH:4][C:15]1[N:20]=[C:19]([NH:21][C:22]2[CH:23]=[CH:24][C:25]([CH3:28])=[CH:26][CH:27]=2)[C:18]([C:29]([NH2:31])=[O:30])=[CH:17][N:16]=1. Reported procedure: A 3.0 ml portion of ethylenediamine was added to a mixture of 1.0 g of 2-(benzotriazol-1-yloxy)-4-(4-methylanilino)pyrimidine-5-carboxamide and 30 ml of acetonitrile, followed by stirring at room temperature for 1 hour and 40 minutes. Water was added to the reaction mixture, followed by extraction with a chloroform-isopropanol mixed solution. The resulting organic layer was dried over anhydrous sodium sulfate and concentrated under a reduced pressure and then the thus obtained residue was purifi...